From a dataset of the Open Reaction Database (ORD), a public repository of structured organic reaction records. describe an organic reaction: reactants, conditions, products, and yield Reactants: CC(C)(C)OC(=O)NC1CCN(c2cc3[nH]c(Nc4ccccc4C(F)(F)F)nc3cc2C(=O)Nc2ccc3cn[nH]c3c2)CC1, CO, Cl, C1COCCO1. Yields the product Cl, NC1CCN(c2cc3[nH]c(Nc4ccccc4C(F)(F)F)nc3cc2C(=O)Nc2ccc3cn[nH]c3c2)CC1. RXN SMILES: [C:1]([O:2][C:3](=[O:4])[NH:7][CH:8]1[CH2:9][CH2:10][N:11]([c:14]2[cH:15][c:16]3[c:17]([n:18][c:19]([NH:21][c:22]4[c:23]([C:28]([F:29])([F:30])[F:31])[cH:24][cH:25][cH:26][cH:27]4)[nH:20]3)[cH:32][c:33]2[C:34]([NH:35][c:36]2[cH:37][cH:38][c:39]3[cH:40][n:41][nH:42][c:43]3[cH:44]2)=[O:45])[CH2:12][CH2:13]1)([CH3:5])([CH3:6])[CH3:46].[CH3:48][OH:49].[ClH:47].[O:50]1[CH2:51][CH2:52][O:53][CH2:54][CH2:55]1>>[ClH:47].[NH2:7][CH:8]1[CH2:9][CH2:10][N:11]([c:14]2[cH:15][c:16]3[c:17]([n:18][c:19]([NH:21][c:22]4[c:23]([C:28]([F:29])([F:30])[F:31])[cH:24][cH:25][cH:26][cH:27]4)[nH:20]3)[cH:32][c:33]2[C:34]([NH:35][c:36]2[cH:37][cH:38][c:39]3[cH:40][n:41][nH:42][c:43]3[cH:44]2)=[O:45])[CH2:12][CH2:13]1. The reactants are CC(C)C(=O)Nc1nc(I)c2ncn(C3CC(OC(=O)C(C)C)C(COC(=O)C(C)C)O3)c2n1, [Hg], c1ccsc1. The product is CC(C)C(=O)Nc1nc(-c2cccs2)c2ncn(C3CC(OC(=O)C(C)C)C(COC(=O)C(C)C)O3)c2n1. RXN SMILES: [C:1]([CH:2]([CH3:3])[CH3:4])(=[O:5])[NH:6][c:7]1[n:8][c:9]([I:34])[c:10]2[n:11][cH:12][n:13]([CH:16]3[CH2:17][CH:18]([O:19][C:20]([CH:21]([CH3:22])[CH3:23])=[O:24])[CH:25]([CH2:27][O:28][C:29]([CH:30]([CH3:31])[CH3:32])=[O:33])[O:26]3)[c:14]2[n:15]1.[Hg:40].[cH:35]1[cH:36][cH:37][s:38][cH:39]1>>[C:1]([CH:2]([CH3:3])[CH3:4])(=[O:5])[NH:6][c:7]1[n:8][c:9](-[c:37]2[cH:36][cH:35][cH:39][s:38]2)[c:10]2[n:11][cH:12][n:13]([CH:16]3[CH2:17][CH:18]([O:19][C:20]([CH:21]([CH3:22])[CH3:23])=[O:24])[CH:25]([CH2:27][O:28][C:29]([CH:30]([CH3:31])[CH3:32])=[O:33])[O:26]3)[c:14]2[n:15]1. The reactants are Cc1n[nH]c2c(C)cc(Br)cc12, O=C([O-])[O-], O=C=[Mo](=C=O)(=C=O)(=C=O)(=C=O)=C=O, [Na+], [Na+], C1COCCO1, O. Yields the product Cc1n[nH]c2c(C)cc(C(=O)O)cc12. RXN SMILES: [Br:1][c:2]1[cH:3][c:4]2[c:5]([CH3:12])[n:6][nH:7][c:8]2[c:9]([CH3:11])[cH:10]1.[C:13]([O-:14])([O-:15])=[O:16].[C:26](=[Mo:27](=[C:28]=[O:29])(=[C:30]=[O:31])(=[C:32]=[O:33])(=[C:34]=[O:35])=[C:36]=[O:37])=[O:38].[Na+:17].[Na+:18].[O:19]1[CH2:20][CH2:21][O:22][CH2:23][CH2:24]1.[OH2:25]>>[c:2]1([C:13](=[O:14])[OH:15])[cH:3][c:4]2[c:5]([CH3:12])[n:6][nH:7][c:8]2[c:9]([CH3:11])[cH:10]1. Reactants: Cc1c(Br)cccc1-n1ccc2cc(N(C)C)ccc2c1=O, Cn1cc(B2OC(C)(C)C(C)(C)O2)cc(Nc2ccc(C(=O)N3CCOCC3)cn2)c1=O, [K+], [K+], [K+], O=P([O-])([O-])[O-]. Yields the product Cc1c(-c2cc(Nc3ccc(C(=O)N4CCOCC4)cn3)c(=O)n(C)c2)cccc1-n1ccc2cc(N(C)C)ccc2c1=O. As a reaction SMILES: [Br:33][c:34]1[c:35]([CH3:54])[c:36](-[n:40]2[c:41](=[O:53])[c:42]3[cH:43][cH:44][c:45]([N:50]([CH3:51])[CH3:52])[cH:46][c:47]3[cH:48][cH:49]2)[cH:37][cH:38][cH:39]1.[CH3:1][n:2]1[c:3](=[O:32])[c:4]([NH:17][c:18]2[n:19][cH:20][c:21]([C:24](=[O:25])[N:26]3[CH2:27][CH2:28][O:29][CH2:30][CH2:31]3)[cH:22][cH:23]2)[cH:5][c:6]([B:8]2[O:9][C:10]([CH3:11])([CH3:12])[C:13]([CH3:14])([CH3:15])[O:16]2)[cH:7]1.[K+:60].[K+:61].[K+:62].[P:55]([O-:56])([O-:57])([O-:58])=[O:59]>>[CH3:1][n:2]1[c:3](=[O:32])[c:4]([NH:17][c:18]2[n:19][cH:20][c:21]([C:24](=[O:25])[N:26]3[CH2:27][CH2:28][O:29][CH2:30][CH2:31]3)[cH:22][cH:23]2)[cH:5][c:6](-[c:34]2[c:35]([CH3:54])[c:36](-[n:40]3[c:41](=[O:53])[c:42]4[cH:43][cH:44][c:45]([N:50]([CH3:51])[CH3:52])[cH:46][c:47]4[cH:48][cH:49]3)[cH:37][cH:38][cH:39]2)[cH:7]1. Reactants: BrC1=CC(=C(C=C1)Cl)CC1=CC=C(C=C1)OCCOC1CC1 (4-bromo-1-chloro-2-(4-(2-cyclopropoxyethoxy)benzyl)benzene), [Li]CCCC (n-BuLi), C[Si](O[C@H]1C(O[C@@H]([C@H]([C@@H]1O[Si](C)(C)C)O[Si](C)(C)C)CO[Si](C)(C)C)=O)(C)C ((3R,4S,5R,6R)-3,4,5-tris(trimethylsilyloxy)-6-((trimethylsilyloxy)methyl)tetrahydro-2H-pyran-2-one). Run in C1CCOC1.C1(=CC=CC=C1)C (THF toluene), C1(=CC=CC=C1)C (toluene). Conditions: time 30 minute. Yields the product ClC1=C(C=C(C=C1)[C@@]1(O[C@@H]([C@H]([C@@H]([C@H]1O)O)O)CO)OC)CC1=CC=C(C=C1)OCCOC1CC1 ((2S,3R,4S,5S,6R)-2-(4-chloro-3-(4-(2-cyclopropoxyethoxy)benzyl)phenyl)-6-(hydroxymethyl)-2-methoxytetrahydro-2H-pyran-3,4,5-triol). As a reaction SMILES: Br[C:2]1[CH:7]=[CH:6][C:5]([Cl:8])=[C:4]([CH2:9][C:10]2[CH:15]=[CH:14][C:13]([O:16][CH2:17][CH2:18][O:19][CH:20]3[CH2:22][CH2:21]3)=[CH:12][CH:11]=2)[CH:3]=1.[Li][CH2:24]CCC.C[Si](C)(C)[O:30][C@@H:31]1[C@@H:36]([O:37][Si](C)(C)C)[C@H:35]([O:42][Si](C)(C)C)[C@@H:34]([CH2:47][O:48][Si](C)(C)C)[O:33][C:32]1=[O:53]>C1COCC1.C1(C)C=CC=CC=1.C1(C)C=CC=CC=1>[Cl:8][C:5]1[CH:6]=[CH:7][C:2]([C@@:32]2([O:53][CH3:24])[C@H:31]([OH:30])[C@@H:36]([OH:37])[C@H:35]([OH:42])[C@@H:34]([CH2:47][OH:48])[O:33]2)=[CH:3][C:4]=1[CH2:9][C:10]1[CH:15]=[CH:14][C:13]([O:16][CH2:17][CH2:18][O:19][CH:20]2[CH2:22][CH2:21]2)=[CH:12][CH:11]=1 |f:3.4|. Procedure: To a stirred solution of 4-bromo-1-chloro-2-(4-(2-cyclopropoxyethoxy)benzyl)benzene (213 g) in anhydrous THF/toluene (1:2 v/v, 1.7 L) under argon was added n-BuLi (2.5 M in hexane, 245.9 mL) dropwise at −60±5° C. The mixture was stirred for 30 min, and then transferred to a stirred solution of (3R,4S,5R,6R)-3,4,5-tris(trimethylsilyloxy)-6-((trimethylsilyloxy)methyl)tetrahydro-2H-pyran-2-one (310.5 g) in toluene (1.6 L) at −60±5° C. The reaction mixture was continuously stirred at −60±5° C. for 1...